This data is from the Open Reaction Database (ORD), a public repository of structured organic reaction records. The task is: describe an organic reaction: reactants, conditions, products, and yield Reactants: P(=O)(Cl)(Cl)Cl (Phosphorus oxychloride), CN(C=O)C (N,N-dimethylformamide), O[C@@H](CN1C(C2=C(CC1)NC=C2C)=O)CN2CCOCC2 ((R)-5-(2-hydroxy-3-morpholin-4-yl-propyl)-3-methyl-1,5,6,7-tetrahydro-pyrrolo[3,2-c]pyridin-4-one). Run in ClCCl (dichloromethane), ClCCl (dichloromethane). Yields the product O[C@@H](CN1C(C2=C(CC1)NC(=C2C)C=O)=O)CN2CCOCC2 ((R)-5-(2-hydroxy-3-morpholin-4-yl-propyl)-3-methyl-4-oxo-4,5,6,7tetrahydro-1H-pyrrolo[3,2-c]pyridine-2-carbaldehyde). The yield is 74.9%. As a reaction SMILES: P(Cl)(Cl)(Cl)=O.CN(C)[CH:8]=[O:9].[OH:11][C@H:12]([CH2:25][N:26]1[CH2:31][CH2:30][O:29][CH2:28][CH2:27]1)[CH2:13][N:14]1[CH2:19][CH2:18][C:17]2[NH:20][CH:21]=[C:22]([CH3:23])[C:16]=2[C:15]1=[O:24]>ClCCl>[OH:11][C@H:12]([CH2:25][N:26]1[CH2:31][CH2:30][O:29][CH2:28][CH2:27]1)[CH2:13][N:14]1[CH2:19][CH2:18][C:17]2[NH:20][C:21]([CH:8]=[O:9])=[C:22]([CH3:23])[C:16]=2[C:15]1=[O:24]. Procedure: Phosphorus oxychloride (674 μL, 4.04 mmol) and N,N-dimethylformamide (963 μL, 12.32 mmol) were dissolved in 21.18 mL of dichloromethane under stirring at room temperature, and the reaction solution was stirred for 15 minutes while maintaining the temperature at −10° C. in an ice-water bath. (R)-5-(2-hydroxy-3-morpholin-4-yl-propyl)-3-methyl-1,5,6,7-tetrahydro-pyrrolo[3,2-c]pyridin-4-one 1e (790 mg, 2.7 mmol) was dissolved in 10 mL of dichloromethane under stirring, and the solution was then adde... The reactants are C(CCC)[Li].CCCCCC (n-butyllithium n-hexane), CN1N=CC=C1 (1-methylpyrazole), CC1=C(OCC2=C(C(=O)Cl)C=CC=C2)C=C(C=C1)C (2-(2,5-dimethylphenoxymethyl)benzoyl chloride). Run in Cl (hydrochloric acid), C1CCOC1 (THF), C1CCOC1 (THF). Reaction conditions: temperature -70 celsius, time 1 hour. Product: CN1N=CC=C1C(=O)C1=C(C=CC=C1)COC1=C(C=CC(=C1)C)C (2-(2,5-dimethylphenoxymethyl)phenyl 1-methylpyrazol-5-yl ketone). Yield: 15.6%. Reaction SMILES: C([Li])CCC.CCCCCC.[CH3:12][N:13]1[CH:17]=[CH:16][CH:15]=[N:14]1.[CH3:18][C:19]1[CH:35]=[CH:34][C:33]([CH3:36])=[CH:32][C:20]=1[O:21][CH2:22][C:23]1[CH:31]=[CH:30][CH:29]=[CH:28][C:24]=1[C:25](Cl)=[O:26]>C1COCC1.Cl>[CH3:12][N:13]1[C:17]([C:25]([C:24]2[CH:28]=[CH:29][CH:30]=[CH:31][C:23]=2[CH2:22][O:21][C:20]2[CH:32]=[C:33]([CH3:36])[CH:34]=[CH:35][C:19]=2[CH3:18])=[O:26])=[CH:16][CH:15]=[N:14]1 |f:0.1|. Procedure details: Dichloroethane (20 ml), thionyl chloride (1.31 g, 0.011 mol) and N,N,-dimethylformamide (0.1 ml) were added to 2-(2,5-dimethylphenoxymethyl)benzoic acid (2.56 g, 0.01 mol), and the mixture was stirred under reflux for 2 hours. After completion of the reaction, the reaction mixture was concentrated under reduced pressure to give crude 2-(2,5-dimethylphenoxymethyl)benzoyl chloride. 1.6M n-butyllithium/n-hexane solution (6.25 ml, 0.01 mol) was added to a mixture of 1-methylpyrazole (0.99 g, 0.012 m...